This data is from the Open Reaction Database (ORD), a public repository of structured organic reaction records. The task is: describe an organic reaction: reactants, conditions, products, and yield Starting materials: ketoacid, O(O)O (ketoalcohol), C([O-])(O)=O.[Na+] (sodium bicarbonate), CC1=C(C(=CC=C1)C)OC (2,6-dimethylanisole), C1(CCC(=O)O1)=O (succinic anhydride), [Cl-].[Al+3].[Cl-].[Cl-] (aluminum chloride). The solvent is C1CCOC1 (THF), C(Cl)Cl (methylene chloride), C(Cl)Cl (methylene chloride), C(Cl)Cl (methylene chloride), O (water), C1(=CC=CC=C1)C (toluene). Conditions: time 2.7 hour. Yields the product CC=1C=C(C=C(C1OC)C)CCCCO (4-[3,5-Dimethyl-4-methoxyphenyl)butanol). Reaction SMILES: [CH3:1][C:2]1[CH:7]=[CH:6][CH:5]=[C:4]([CH3:8])[C:3]=1[O:9][CH3:10].[C:11]1(=O)O[C:14](=[O:15])[CH2:13][CH2:12]1.[Cl-].[Al+3].[Cl-].[Cl-].C(=O)(O)[O-].[Na+].O(O)O>C1(C)C=CC=CC=1.C1COCC1.C(Cl)Cl.O>[CH3:1][C:2]1[CH:7]=[C:6]([CH2:11][CH2:12][CH2:13][CH2:14][OH:15])[CH:5]=[C:4]([CH3:8])[C:3]=1[O:9][CH3:10] |f:2.3.4.5,6.7|. Procedure: A mixture of 2,6-dimethylanisole (4.45 g), succinic anhydride (4.80 g) and aluminum chloride (4.70 g) in toluene (60 ml) is stirred for 2.7 hr at 20°-25°. A 100 ml aliquot of methylene chloride is added for solubility. The reaction is run for 6 hr. The reaction is poured onto ice and extracted with methylene chloride-isopropanol. The organic phase is washed with saline, dried over sodium sulfate, concentrated and dried under reduced pressure overnight to give a solid. This material is stirred wi... The reactants are S1C(=CC2=C1CCCC2)C(=O)N (4,5,6,7-tetrahydro-2-benzothiophene carboxamide), ClCC(=O)CCl (1,3-dichloroacetone). The product is ClCC=1N=C(OC1)C=1SC2=C(C1)CCCC2 (4-chloromethyl-2-(4,5,6,7-tetrahydro-2-benzothienyl)oxazole). Isolated yield 53.0%. RXN SMILES: [S:1]1[C:5]2[CH2:6][CH2:7][CH2:8][CH2:9][C:4]=2[CH:3]=[C:2]1[C:10]([NH2:12])=[O:11].[Cl:13][CH2:14][C:15]([CH2:17]Cl)=O>>[Cl:13][CH2:14][C:15]1[N:12]=[C:10]([C:2]2[S:1][C:5]3[CH2:6][CH2:7][CH2:8][CH2:9][C:4]=3[CH:3]=2)[O:11][CH:17]=1. Reported procedure: In substantially the same manner as in Reference Example 47, 4,5,6,7-tetrahydro-2-benzothiophene carboxamide was allowed to react with 1,3-dichloroacetone to give 4-chloromethyl-2-(4,5,6,7-tetrahydro-2-benzothienyl)oxazole. The yield was 53%. Recrystallization from ethyl acetate-hexane gave colorless needles, mp 102-103° C. Starting materials: III, C=CC=C (1,3-butadiene), [Si](Cl)(Cl)(Cl)Cl (silicon tetrachloride). The reagents and catalysts are [Cu] (copper). Yields the product C=CC=C.C=CC1=CC=CC=C1 (butadiene styrene). Reaction SMILES: [CH2:1]=[CH:2][CH:3]=[CH2:4].[Si](Cl)(Cl)(Cl)Cl>[Cu]>[CH2:1]=[CH:2][CH:3]=[CH2:4].[CH2:1]=[CH:2][C:3]1[CH:4]=[CH:3][CH:2]=[CH:1][CH:4]=1 |f:3.4|. Procedure: A series of 75/25 butadiene/styrene random copolymers were prepared according to Polymerization Recipe III by a continuous polymerization process using a reactor train consisting of a 3-pint, round bottomed glass reactor with stirring means, a 20 feet by 1/2 inch copper tube, and inlet for the 1,3-butadiene coupling adjuvant, a 65-ml. Kenics Static Mixer, a silicon tetrachloride inlet, a gear pump to move the polymer cement and to provide some mixing of the silicon tetrachloride coupling agent w... Starting materials: C1(CCCCC1)NC1=C(C=C2C(C(=CN(C2=C1)C(C)C)O)=O)F (7-(cyclohexylamino)-6-fluoro-3-hydroxy-1-isopropylquinolin-4(1H)-one), C([O-])([O-])=O.[K+].[K+] (potassium carbonate), BrCC(=O)OCC (ethyl bromoacetate), [Cl-].[NH4+] (ammonium chloride). Solvent: CN(C)C=O (DMF). Run at time 8 hour. Product: C1(CCCCC1)NC1=C(C=C2C(C(=CN(C2=C1)C(C)C)OCC(=O)OCC)=O)F (ethyl {[7-(cyclohexylamino)-6-fluoro-1-isopropyl-4-oxo-1,4-dihydroquinolin-3-yl]oxy}acetate). RXN SMILES: [CH:1]1([NH:7][C:8]2[CH:17]=[C:16]3[C:11]([C:12](=[O:22])[C:13]([OH:21])=[CH:14][N:15]3[CH:18]([CH3:20])[CH3:19])=[CH:10][C:9]=2[F:23])[CH2:6][CH2:5][CH2:4][CH2:3][CH2:2]1.C(=O)([O-])[O-].[K+].[K+].Br[CH2:31][C:32]([O:34][CH2:35][CH3:36])=[O:33].[Cl-].[NH4+]>CN(C=O)C>[CH:1]1([NH:7][C:8]2[CH:17]=[C:16]3[C:11]([C:12](=[O:22])[C:13]([O:21][CH2:31][C:32]([O:34][CH2:35][CH3:36])=[O:33])=[CH:14][N:15]3[CH:18]([CH3:20])[CH3:19])=[CH:10][C:9]=2[F:23])[CH2:2][CH2:3][CH2:4][CH2:5][CH2:6]1 |f:1.2.3,5.6|. Procedure: To a 5.0 ml DMF solution of 144 mg of 7-(cyclohexylamino)-6-fluoro-3-hydroxy-1-isopropylquinolin-4(1H)-one were added 313 mg of potassium carbonate and 100 μl of ethyl bromoacetate in that order, followed by overnight stirring at room temperature. Aqueous saturated ammonium chloride was added to the reaction mixture, followed by extraction with ethyl acetate. After drying over anhydrous sodium sulfate and subsequent evaporation under a reduced pressure, the residue was purified by silica gel col... Reactants: CCOC(=O)C (AcOEt), FC(C(=O)N1[C@@H](CCC1)C1=NOC(=C1)COC=1C=NC=CC1)(C1(CC(CC(C1)(C)C)(C)C)O)F ((S)-2,2-Difluoro-2-(1-hydroxy-3,3,5,5-tetramethylcyclohexyl)-1-(2-(5-((pyridin-3-yloxy)methyl)isoxazol-3-yl)pyrrolidin-1-yl)ethanone), Cl (HCl). The solvent is CCCCC (pentane). Conditions: time 15 hour. Yields the product O.Cl.FC(C(=O)N1[C@@H](CCC1)C1=NOC(=C1)COC=1C=NC=CC1)(C1(CC(CC(C1)(C)C)(C)C)O)F ((S)-2,2-Difluoro-2-(1-hydroxy-3,3,5,5-tetramethylcyclohexyl)-1-(2-(5-((pyridin-3-yloxy)methyl)isoxazol-3-yl)pyrrolidin-1-yl)ethanone hydrochloride monohydrate). RXN SMILES: CC[O:3]C(C)=O.[F:7][C:8]([F:40])([C:29]1([OH:39])[CH2:34][C:33]([CH3:36])([CH3:35])[CH2:32][C:31]([CH3:38])([CH3:37])[CH2:30]1)[C:9]([N:11]1[CH2:15][CH2:14][CH2:13][C@H:12]1[C:16]1[CH:20]=[C:19]([CH2:21][O:22][C:23]2[CH:24]=[N:25][CH:26]=[CH:27][CH:28]=2)[O:18][N:17]=1)=[O:10].[ClH:41]>CCCCC>[OH2:3].[ClH:41].[F:40][C:8]([F:7])([C:29]1([OH:39])[CH2:30][C:31]([CH3:38])([CH3:37])[CH2:32][C:33]([CH3:36])([CH3:35])[CH2:34]1)[C:9]([N:11]1[CH2:15][CH2:14][CH2:13][C@H:12]1[C:16]1[CH:20]=[C:19]([CH2:21][O:22][C:23]2[CH:24]=[N:25][CH:26]=[CH:27][CH:28]=2)[O:18][N:17]=1)=[O:10] |f:4.5.6|. Procedure details: To an AcOEt (50 ml) solution of Compound 40 (2.24 g) obtained in Example 2, HCl (50 ml, 4.0 N in AcOEt) was added and the mixture was stirred at room temperature for 15 hours, and after adding pentane (140 ml), the mixture was stirred for 8 days. The residue obtained by concentrating the reaction mixture was recrystallized (MeOH/Et2O) to give the titled compound (2.23 g, colorless powder.) Reactants: [BH4-], CO, [Na+], O=CCCc1noc(Cc2ccccc2)n1. Product: OCCCc1noc(Cc2ccccc2)n1. Reaction SMILES: [BH4-:17].[CH3:19][OH:20].[Na+:18].[c:1]1([CH2:7][c:8]2[n:9][c:10]([CH2:13][CH2:14][CH:15]=[O:16])[n:11][o:12]2)[cH:2][cH:3][cH:4][cH:5][cH:6]1>>[c:1]1([CH2:7][c:8]2[n:9][c:10]([CH2:13][CH2:14][CH2:15][OH:16])[n:11][o:12]2)[cH:2][cH:3][cH:4][cH:5][cH:6]1. Starting materials: C(C)(=O)OCC (ethyl acetate), C(CCCC)(=O)[O-] (valerate), C(C(C)C)=O (isobutyraldehyde), COC(=C(C)C)O[Si](C)(C)C ([(1-methoxy-2-methyl-1-propenyl)oxy]trimethylsilane). Run in O1CCCC1 (tetrahydrofuran). Run at time 18 hour. Yields the product CC(C(=O)OC)(C(C(C)C)O[Si](C)(C)C)C (methyl 2,2,4-trimethyl-3-trimethylsiloxyvalerate). Yield: 97.0%. As a reaction SMILES: [C:1]([O-])(=[O:6])CCCC.[CH:8](=[O:12])[CH:9]([CH3:11])[CH3:10].CO[C:15]([O:19][Si:20]([CH3:23])([CH3:22])[CH3:21])=[C:16]([CH3:18])[CH3:17].C(OCC)(=O)C>O1CCCC1>[CH3:10][C:9]([CH3:11])([CH:15]([O:19][Si:20]([CH3:21])([CH3:22])[CH3:23])[CH:16]([CH3:17])[CH3:18])[C:8]([O:6][CH3:1])=[O:12]. Reported procedure: In another preparation of the aforesaid valerate, isobutyraldehyde (0.72 g) was added to a mixture of [(1-methoxy-2-methyl-1-propenyl)oxy]trimethylsilane (1.74 g, 10 mmol) and (TAS)HF2 (100 mg, 0.1 mmol) in 20 mL of tetrahydrofuran under argon at -11°. The reaction mixture was stirred and the temperature was allowed to rise to 23°. Stirring was continued for 18 h and the mixture was then poured into 200 mL of ethyl acetate and extracted with water (200 mL), followed by washing with aqueous brine...